Dataset: the Open Reaction Database (ORD), a public repository of structured organic reaction records. Task: describe an organic reaction: reactants, conditions, products, and yield The reactants are NC=1C=C2C=NN(C2=CC1)C1=CC=C(C(=O)OCC)C=C1 (ethyl 4-(5-amino-1H-indazol-1-yl)benzoate), OC1CCN(CC1)C1=CC=C(C(=O)O)C=C1 (4-(4-hydroxypiperidin-1-yl)benzoic acid). Yields the product OC1CCN(CC1)C1=CC=C(C(=O)NC=2C=C3C=NN(C3=CC2)C2=CC=C(C(=O)OCC)C=C2)C=C1 (Ethyl 4-(5-(4-(4-hydroxypiperidin-1-yl)benzamido)-1H-indazol-1-yl)benzoate). RXN SMILES: [NH2:1][C:2]1[CH:3]=[C:4]2[C:8](=[CH:9][CH:10]=1)[N:7]([C:11]1[CH:21]=[CH:20][C:14]([C:15]([O:17][CH2:18][CH3:19])=[O:16])=[CH:13][CH:12]=1)[N:6]=[CH:5]2.[OH:22][CH:23]1[CH2:28][CH2:27][N:26]([C:29]2[CH:37]=[CH:36][C:32]([C:33](O)=[O:34])=[CH:31][CH:30]=2)[CH2:25][CH2:24]1>>[OH:22][CH:23]1[CH2:24][CH2:25][N:26]([C:29]2[CH:37]=[CH:36][C:32]([C:33]([NH:1][C:2]3[CH:3]=[C:4]4[C:8](=[CH:9][CH:10]=3)[N:7]([C:11]3[CH:12]=[CH:13][C:14]([C:15]([O:17][CH2:18][CH3:19])=[O:16])=[CH:20][CH:21]=3)[N:6]=[CH:5]4)=[O:34])=[CH:31][CH:30]=2)[CH2:27][CH2:28]1. Procedure: Compound 1030 was prepared according to the procedure described in Scheme IV from ethyl 4-(5-amino-1H-indazol-1-yl)benzoate and 4-(4-hydroxypiperidin-1-yl)benzoic acid. [M+H]+ calcd for C28H28N4O4: 485.21; found: 485.09. Reactants: C(C1=CC=CC=C1)OC=1C=2N3C(C(=C(C3=CC1)CC)C1=CC=C(C=C1)OCC1=CC=CC=C1)=C(C2)COCCCCCCCCN2CCCCC2 (5-benzyloxy-2-(4-benzyloxyphenyl)-1-ethyl-3-((8-piperidinooctyloxy)-methyl)pyrrolo[2,1,5-cd ]indolizine), [H][H] (hydrogen). The reagents and catalysts are [Pd] (palladium on charcoal). Run in C(C)O (ethanol), O1CCCC1 (tetrahydrofuran). The product is C(C)C1=C(C=2N3C(C(=CC=C13)O)=CC2COCCCCCCCCN2CCCCC2)C2=CC=C(C=C2)O (1-ethyl-5-hydroxy-2-(4-hydroxyphenyl)-3-((8-piperidinooctyloxy)methyl)pyrrolo[2,1,5-cd ]indolizine). Yield: 85.4%. Reaction SMILES: C([O:8][C:9]1[C:10]2[N:11]3[C:15](=[CH:16][CH:17]=1)[C:14]([CH2:18][CH3:19])=[C:13]([C:20]1[CH:25]=[CH:24][C:23]([O:26]CC4C=CC=CC=4)=[CH:22][CH:21]=1)[C:12]3=[C:34]([CH2:36][O:37][CH2:38][CH2:39][CH2:40][CH2:41][CH2:42][CH2:43][CH2:44][CH2:45][N:46]1[CH2:51][CH2:50][CH2:49][CH2:48][CH2:47]1)[CH:35]=2)C1C=CC=CC=1.[H][H]>[Pd].C(O)C.O1CCCC1>[CH2:18]([C:14]1[C:15]2[N:11]3[C:10](=[CH:35][C:34]([CH2:36][O:37][CH2:38][CH2:39][CH2:40][CH2:41][CH2:42][CH2:43][CH2:44][CH2:45][N:46]4[CH2:51][CH2:50][CH2:49][CH2:48][CH2:47]4)=[C:12]3[C:13]=1[C:20]1[CH:25]=[CH:24][C:23]([OH:26])=[CH:22][CH:21]=1)[C:9]([OH:8])=[CH:17][CH:16]=2)[CH3:19]. Procedure details: A suspension of 5-benzyloxy-2-(4-benzyloxyphenyl)-1-ethyl-3-((8-piperidinooctyloxy)-methyl)pyrrolo[2,1,5-cd ]indolizine (0.30 g, 0.44 mmol) and 30 mg 10% palladium on charcoal in 12 ml of ethanol and 8 ml of tetrahydrofuran was stirred in a hydrogen atmosphere for 6 hours. The reaction mixture was filtered twice and the solvent was evaporated. The resulting oil was purified by column chromatography over netural aluminium oxide activity grade I, using 10% of methanol in dichloromethane as the elu... Reactants: CC(C)(C)O, COCOc1cc(COCc2ccccc2)c(C=O)c(OCOC)c1, CC=C(C)C, [O-][Cl+][O-], [Na+], [Na+], O, O=P([O-])(O)O. The product is COCOc1cc(COCc2ccccc2)c(C(=O)O)c(OCOC)c1. As a reaction SMILES: [C:41]([OH:42])([CH3:43])([CH3:44])[CH3:45].[CH2:1]([c:2]1[cH:3][cH:4][cH:5][cH:6][cH:7]1)[O:8][CH2:9][c:10]1[c:11]([CH:12]=[O:13])[c:14]([O:22][CH2:23][O:24][CH3:25])[cH:15][c:16]([O:18][CH2:19][O:20][CH3:21])[cH:17]1.[CH3:26][C:27](=[CH:28][CH3:29])[CH3:30].[Cl+:31]([O-:32])[O-:33].[Na+:34].[Na+:40].[OH2:46].[P:35]([O-:36])([OH:37])([OH:38])=[O:39]>>[CH2:1]([c:2]1[cH:3][cH:4][cH:5][cH:6][cH:7]1)[O:8][CH2:9][c:10]1[c:11]([C:12](=[O:13])[OH:32])[c:14]([O:22][CH2:23][O:24][CH3:25])[cH:15][c:16]([O:18][CH2:19][O:20][CH3:21])[cH:17]1. Reactants: COC(=O)c1ccc2cncn2c1Nc1ccc(C2CC2)cc1F, CO, [Na+], [OH-]. Yields the product O=C(O)c1ccc2cncn2c1Nc1ccc(C2CC2)cc1F. RXN SMILES: [CH3:1][O:2][C:3](=[O:4])[c:5]1[cH:6][cH:7][c:8]2[n:9]([c:10]1[NH:11][c:12]1[c:13]([F:21])[cH:14][c:15]([CH:18]3[CH2:19][CH2:20]3)[cH:16][cH:17]1)[cH:22][n:23][cH:24]2.[CH3:27][OH:28].[Na+:26].[OH-:25]>>[O:2]=[C:3]([OH:4])[c:5]1[cH:6][cH:7][c:8]2[n:9]([c:10]1[NH:11][c:12]1[c:13]([F:21])[cH:14][c:15]([CH:18]3[CH2:19][CH2:20]3)[cH:16][cH:17]1)[cH:22][n:23][cH:24]2. The reactants are FC1=C(C=CC=C1)C(=O)C1CC2CCC(C1)N2C ((2-fluorophenyl)(8-methyl-8-azabicyclo[3.2.1 ]octan-3-yl)methanone), Cl (hydrochloride), C(C)(=O)[O-].[NH4+] (ammonium acetate). Solvent: C(C)O.O (ethanol water). The product is Cl.FC1=C(C=CC=C1)\C(=N/O)\C1CC2CCC(C1)N2C (Z-(2-Fluorophenyl)(8-Methyl-8-Azabicyclo[3.2.1]Octan-3-Yl)Methanone Oxime Hydrochloride). As a reaction SMILES: [F:1][C:2]1[CH:7]=[CH:6][CH:5]=[CH:4][C:3]=1[C:8]([CH:10]1[CH2:16][CH:15]2[N:17]([CH3:18])[CH:12]([CH2:13][CH2:14]2)[CH2:11]1)=O.[ClH:19].C([O-])(=[O:22])C.[NH4+:24]>C(O)C.O>[ClH:19].[F:1][C:2]1[CH:7]=[CH:6][CH:5]=[CH:4][C:3]=1/[C:8](/[CH:10]1[CH2:11][CH:12]2[N:17]([CH3:18])[CH:15]([CH2:14][CH2:13]2)[CH2:16]1)=[N:24]\[OH:22] |f:2.3,4.5,6.7|. Procedure: A mixture of (2-fluorophenyl)(8-methyl-8-azabicyclo[3.2.1 ]octan-3-yl)methanone (29.5 g), hydroxylmine hydrochloride (16.5 g) and ammonium acetate (27.5 g) were heated in 80 ml of refluxing ethanol-water (3:1 mixture) for 19 hours. The mixture was and the precipitated product was collected (25.2g). Starting materials: OCC1N(CCC2=CC(=C(C=C12)OC)OC)CC(=O)NC1CCC2=CC=CC=C12 (2-(1-Hydroxymethyl-6,7-dimethoxy-3,4-dihydro-1H-isoquinolin-2-yl)-N-(indan-1-yl)-acetamide), CC1=CC2=C(N=CN2)C=C1C (5,6-dimethylbenzimidazole). Product: CC1=CC2=C(N(C=N2)CC2N(CCC3=CC(=C(C=C23)OC)OC)CC(=O)NC2CCC3=CC=CC=C23)C=C1C (2-[1-(5,6-Dimethyl-benzoimidazol-1-ylmethyl)-6,7-dimethoxy-3,4-dihydro-1H-isoquinolin-2-yl]-N-(indan-1-yl)-acetamide). Reaction SMILES: O[CH2:2][CH:3]1[C:12]2[C:7](=[CH:8][C:9]([O:15][CH3:16])=[C:10]([O:13][CH3:14])[CH:11]=2)[CH2:6][CH2:5][N:4]1[CH2:17][C:18]([NH:20][CH:21]1[C:29]2[C:24](=[CH:25][CH:26]=[CH:27][CH:28]=2)[CH2:23][CH2:22]1)=[O:19].[CH3:30][C:31]1[C:39]([CH3:40])=[CH:38][C:34]2[N:35]=[CH:36][NH:37][C:33]=2[CH:32]=1>>[CH3:30][C:31]1[C:39]([CH3:40])=[CH:38][C:34]2[N:35]([CH2:2][CH:3]3[C:12]4[C:7](=[CH:8][C:9]([O:15][CH3:16])=[C:10]([O:13][CH3:14])[CH:11]=4)[CH2:6][CH2:5][N:4]3[CH2:17][C:18]([NH:20][CH:21]3[C:29]4[C:24](=[CH:25][CH:26]=[CH:27][CH:28]=4)[CH2:23][CH2:22]3)=[O:19])[CH:36]=[N:37][C:33]=2[CH:32]=1. Procedure details: prepared by reaction of 2-(1-Hydroxymethyl-6,7-dimethoxy-3,4-dihydro-1H-isoquinolin-2-yl)-N-(indan-1-yl)-acetamide with 5,6-dimethylbenzimidazole Reactants: [O-][n+]1cc(Br)ccc1SCc1c(Cl)cccc1Cl, ClC(Cl)Cl, O=C(OO)c1cccc(Cl)c1. Yields the product O=S(Cc1c(Cl)cccc1Cl)c1ccc(Br)c[n+]1[O-]. RXN SMILES: [Br:1][c:2]1[cH:3][cH:4][c:5]([S:9][CH2:10][c:11]2[c:12]([Cl:18])[cH:13][cH:14][cH:15][c:16]2[Cl:17])[n+:6]([O-:8])[cH:7]1.[CH:30]([Cl:31])([Cl:32])[Cl:33].[Cl:19][c:20]1[cH:21][cH:22][cH:23][c:24]([C:25]([O:26][OH:28])=[O:27])[cH:29]1>>[Br:1][c:2]1[cH:3][cH:4][c:5]([S:9]([CH2:10][c:11]2[c:12]([Cl:18])[cH:13][cH:14][cH:15][c:16]2[Cl:17])=[O:27])[n+:6]([O-:8])[cH:7]1. Starting materials: C[Si](C)(C)N=[N+]=[N-] (trimethylsilylazide), BrCCCCCC(=O)Cl (6-bromohexanoyl chloride), O1CCOCC1 (dioxane). Run at temperature 80 celsius. The product is BrCCCCCN=C=O (1-Bromo-5-isocyanatopentane). The yield is 78.0%. RXN SMILES: C[Si]([N:5]=[N+]=[N-])(C)C.[Br:8][CH2:9][CH2:10][CH2:11][CH2:12][CH2:13]C(Cl)=O.[O:17]1[CH2:22]COCC1>>[Br:8][CH2:9][CH2:10][CH2:11][CH2:12][CH2:13][N:5]=[C:22]=[O:17]. Procedure: To a solution of trimethylsilylazide (7.46 mL, 93.67 mmol) in dioxane (10 mL), 6-bromohexanoyl chloride (10 g, 46.83 mmol) was added and the solution was heated at 80° C. for 4 hours. The reaction mixture was concentrated to give a liquid. Distillation (oil bath temp. 135° C., distilling temperature 94° C.) of the liquid yielded 7 g (78%) of the product as a liquid: 1H-NMR (CDCl3) δ1.50-1.92 (m, 6 H), 3.33 (t, J=7.0 Hz, 2H), 3.43 (t, J=7.0 Hz, 2H). IR: 2360 cm-1.